Dataset: the Open Reaction Database (ORD), a public repository of structured organic reaction records. Task: describe an organic reaction: reactants, conditions, products, and yield Starting materials: FC(OC1=CC=C(C=C1)C#CCCC(=O)O)(F)F (5-(4-trifluoromethoxy-phenyl)-pent-4-ynoic acid), Cl.CN(CCCN=C=NCC)C (1-[3-(dimethylamino)-propyl]-3-ethylcarbodiimide hydrochloride), C(C)OC(CN1C=CC2=CC=C(C=C12)N)=O ((6-amino-indol-1-yl)-acetic acid ethyl ester). The reagents and catalysts are CN(C1=CC=NC=C1)C (4-(dimethylamino)pyridine). Yields the product C(C)OC(CN1C=CC2=CC=C(C=C12)NC(CCC#CC1=CC=C(C=C1)OC(F)(F)F)=O)=O ({6-[5-(4-Trifluoromethoxy-phenyl)-pent-4-ynoylamino]-indol-1-yl}-acetic acid ethyl ester). RXN SMILES: [CH2:1]([O:3][C:4](=[O:16])[CH2:5][N:6]1[C:14]2[C:9](=[CH:10][CH:11]=[C:12]([NH2:15])[CH:13]=2)[CH:8]=[CH:7]1)[CH3:2].[F:17][C:18]([F:34])([F:33])[O:19][C:20]1[CH:25]=[CH:24][C:23]([C:26]#[C:27][CH2:28][CH2:29][C:30](O)=[O:31])=[CH:22][CH:21]=1.Cl.CN(C)CCCN=C=NCC>CN(C)C1C=CN=CC=1>[CH2:1]([O:3][C:4](=[O:16])[CH2:5][N:6]1[C:14]2[C:9](=[CH:10][CH:11]=[C:12]([NH:15][C:30](=[O:31])[CH2:29][CH2:28][C:27]#[C:26][C:23]3[CH:24]=[CH:25][C:20]([O:19][C:18]([F:33])([F:34])[F:17])=[CH:21][CH:22]=3)[CH:13]=2)[CH:8]=[CH:7]1)[CH3:2] |f:2.3|. Reported procedure: In analogy to the procedure described in example 8 c], (6-amino-indol-1-yl)-acetic acid ethyl ester (WO 2003041714 A1) was reacted with 5-(4-trifluoromethoxy-phenyl)-pent-4-ynoic acid in the presence of 1-[3-(dimethylamino)-propyl]-3-ethylcarbodiimide hydrochloride and 4-(dimethylamino)pyridine to give the title compound as brown crystals.